From a dataset of the Open Reaction Database (ORD), a public repository of structured organic reaction records. describe an organic reaction: reactants, conditions, products, and yield Reactants: C(C)N1C(=N[C@@]2([C@H](C1=O)[C@H](OC2)C(F)(F)F)C2=C(C=CC=C2)F)NC(OC(C)(C)C)=O (tert-Butyl ((4aS,5S,7aS)-3-ethyl-7a-(2-fluorophenyl)-4-oxo-5-(trifluoromethyl)-3,4,4a,5,7,7a-hexahydrofuro[3,4-d]pyrimidin-2-yl)carbamate), [OH-].[Na+] (NaOH), [N+](=O)(O)[O-] (nitric acid). Run at time 24 hour. Yields the product NC=1N(C([C@H]2[C@@](N1)(CO[C@@H]2C(F)(F)F)C2=C(C=CC(=C2)[N+](=O)[O-])F)=O)CC ((4aS,5S,7aS)-2-Amino-3-ethyl-7a-(2-fluoro-5-nitrophenyl)-5-(trifluoromethyl)-4a,5,7,7a-tetrahydrofuro[3,4-d]pyrimidin-4(3H)-one). RXN SMILES: [CH2:1]([N:3]1[C:8](=[O:9])[C@@H:7]2[C@@H:10]([C:13]([F:16])([F:15])[F:14])[O:11][CH2:12][C@:6]2([C:17]2[CH:22]=[CH:21][CH:20]=[CH:19][C:18]=2[F:23])[N:5]=[C:4]1[NH:24]C(=O)OC(C)(C)C)[CH3:2].[OH-].[Na+].[N+:34]([O-])([OH:36])=[O:35]>>[NH2:24][C:4]1[N:3]([CH2:1][CH3:2])[C:8](=[O:9])[C@@H:7]2[C@@H:10]([C:13]([F:14])([F:16])[F:15])[O:11][CH2:12][C@:6]2([C:17]2[CH:22]=[C:21]([N+:34]([O-:36])=[O:35])[CH:20]=[CH:19][C:18]=2[F:23])[N:5]=1 |f:1.2|. Procedure: tert-Butyl ((4aS,5S,7aS)-3-ethyl-7a-(2-fluorophenyl)-4-oxo-5-(trifluoromethyl)-3,4,4a,5,7,7a-hexahydrofuro[3,4-d]pyrimidin-2-yl)carbamate (300 mg, 0.67 mmol) was taken up in fuming nitric acid (2 mL) at RT. The mixture was stirred at RT for 24 h, then poured on to ice and basified slowly with 50% aq. NaOH (˜3 mL). The aqueous mixture was extracted with DCM (×4). The combined extracts were dried by passing through a hydrophobic frit and then evaporated to give the title compound (200 mg, pale yel... The reactants are solution, C(CCC)[Li] (n-butyllithium), hexanes, COC(CC1=CC(=C(C=C1)SC)Cl)=O ((3-chloro-4-methylsulfanyl-phenyl)-acetic acid methyl ester), O1CCCC1 (tetrahydrofuran), C(C)(C)NC(C)C (diisopropylamine), O1CCCC1 (tetrahydrofuran), trifluoromethanesulfonic acid (R)-tetrahydro-furan-2-yl methyl ester, O1CCCC1 (tetrahydrofuran). Reagents/catalysts: [Au] (gold). Run in CN1C(N(CCC1)C)=O (1,3-dimethyl-3,4,5,6-tetrahydro-2(1H)-pyrimidinone). Run at temperature -78 celsius, time 30 minute. The product is COC(C(C[C@@H]1OCCC1)C1=CC(=C(C=C1)SC)Cl)=O (2-(3-chloro-4-methylsulfanyl-phenyl)-3-(tetrahydro-furan-2(R)-yl)-propionic acid methyl ester). Yield: 52.0%. Reaction SMILES: C(NC(C)C)(C)C.[CH2:8]([Li])[CH2:9][CH2:10][CH3:11].[CH3:13][O:14][C:15](=[O:26])[CH2:16][C:17]1[CH:22]=[CH:21][C:20]([S:23][CH3:24])=[C:19]([Cl:25])[CH:18]=1.[O:27]1CCC[CH2:28]1>CN1CCCN(C)C1=O.[Au]>[CH3:13][O:14][C:15](=[O:26])[CH:16]([C:17]1[CH:22]=[CH:21][C:20]([S:23][CH3:24])=[C:19]([Cl:25])[CH:18]=1)[CH2:11][C@H:10]1[CH2:9][CH2:8][CH2:28][O:27]1. Procedure details: A solution of diisopropylamine (0.55 mL, 3.94 mmol) in dry tetrahydrofuran (10 mL) was cooled to −78° C. under argon and was then treated with a 2.5M solution of n-butyllithium in hexanes (1.51 mL, 3.78 mmol). The reaction mixture was stirred at −78° C. for 30 min and then treated dropwise with a solution of (3-chloro-4-methylsulfanyl-phenyl)-acetic acid methyl ester (0.72 g, 3.15 mmol) in dry tetrahydrofuran (3.5 mL) and 1,3-dimethyl-3,4,5,6-tetrahydro-2(1H)-pyrimidinone (1.2 mL). The reaction ... Reactants: Brc1ccccn1, C1CCOC1, [Li]CCCC, CON(C)C(=O)c1cn(-c2cccc(-c3ccccc3)c2)cn1, [Cl-], [NH4+]. RXN SMILES: [Br:1][c:2]1[cH:3][cH:4][cH:5][cH:6][n:7]1.[CH2:38]1[O:39][CH2:40][CH2:41][CH2:42]1.[CH2:8]([Li:9])[CH2:10][CH2:11][CH3:12].[CH3:13][O:14][N:15]([C:16](=[O:17])[c:18]1[n:19][cH:20][n:21](-[c:23]2[cH:24][c:25](-[c:29]3[cH:30][cH:31][cH:32][cH:33][cH:34]3)[cH:26][cH:27][cH:28]2)[cH:22]1)[CH3:35].[Cl-:36].[NH4+:37]>>[c:2]1([C:16](=[O:17])[c:18]2[n:19][cH:20][n:21](-[c:23]3[cH:24][c:25](-[c:29]4[cH:30][cH:31][cH:32][cH:33][cH:34]4)[cH:26][cH:27][cH:28]3)[cH:22]2)[cH:3][cH:4][cH:5][cH:6][n:7]1. The product is O=C(c1ccccn1)c1cn(-c2cccc(-c3ccccc3)c2)cn1. Solvent: CC(=O)C (acetone). The reactants are [S-]C#N.[K+] (Potassium thiocyanate), FC=1C=C(C(=O)Cl)C=CC1 (3-fluorobenzoyl chloride). Run at temperature 40 celsius, time 6 hour. The yield is 37.8%. Reaction SMILES: [S-:1][C:2]#[N:3].[K+].[F:5][C:6]1[CH:7]=[C:8]([CH:12]=[CH:13][CH:14]=1)[C:9](Cl)=[O:10]>CC(C)=O>[F:5][C:6]1[CH:7]=[C:8]([CH:12]=[CH:13][CH:14]=1)[C:9]([N:3]=[C:2]=[S:1])=[O:10] |f:0.1|. The product is FC=1C=C(C(=O)N=C=S)C=CC1 (3-fluorobenzoyl isothiocyanate). Reported procedure: Potassium thiocyanate (11.03 g, 114 mmol) was suspended in acetone (63.1 mL) and heated to 40° C. under nitrogen atmosphere. To this was added 3-fluorobenzoyl chloride (11.35 mL, 95 mmol), and the resulting mixture was stirred at 50° C. for 6 hours. The heterogeneous mixture was filtered, and the solid was further washed with acetone. The filtrate was concentrated and purified by silica gel chromatography (10% EtOAc/Hexanes as the eluent) to afford 3-fluorobenzoyl isothiocyanate (6.5 g, 37.9% yi... Reactants: C1COCCO1, N#Cc1ccc(F)cc1, [H-], [Na+], OC1CCCC1. Yields the product N#Cc1ccc(OC2CCCC2)cc1. RXN SMILES: [CH2:18]1[O:19][CH2:20][CH2:21][O:22][CH2:23]1.[F:9][c:10]1[cH:11][cH:12][c:13]([C:14]#[N:15])[cH:16][cH:17]1.[H-:1].[Na+:2].[OH:3][CH:4]1[CH2:5][CH2:6][CH2:7][CH2:8]1>>[O:3]([CH:4]1[CH2:5][CH2:6][CH2:7][CH2:8]1)[c:10]1[cH:11][cH:12][c:13]([C:14]#[N:15])[cH:16][cH:17]1. The reactants are C(C)(C)(C)OC(=O)NC(C(C(=O)NC1=C(C=C(C=C1)C)C)O)CC(F)(F)F (3(RS)-(tert-butoxyformamido)-5,5,5-trifluoro-2(RS)-hydroxy-2′,4′-dimethylvaleranilide), CC(=O)OI1(C2=CC=CC=C2C(=O)O1)(OC(=O)C)OC(=O)C (1,1,1-triacetoxy-1,1-dihydro-1,2-benziodoxol-3(1H)-one). Solvent: ClCCl (dichloromethane). Run at time 1 hour. The product is C(C)(C)(C)OC(=O)NC(C(C(=O)NC1=C(C=C(C=C1)C)C)=O)CC(F)(F)F (3(RS)-(tert-butoxyformamido)-5,5,5-trifluoro-2′,4′-dimethyl-2-oxovaleranilide). The yield is 62.1%. Reaction SMILES: [C:1]([O:5][C:6]([NH:8][CH:9]([CH2:23][C:24]([F:27])([F:26])[F:25])[CH:10]([OH:22])[C:11]([NH:13][C:14]1[CH:19]=[CH:18][C:17]([CH3:20])=[CH:16][C:15]=1[CH3:21])=[O:12])=[O:7])([CH3:4])([CH3:3])[CH3:2].CC(OI1(OC(C)=O)(OC(C)=O)OC(=O)C2C1=CC=CC=2)=O>ClCCl>[C:1]([O:5][C:6]([NH:8][CH:9]([CH2:23][C:24]([F:25])([F:26])[F:27])[C:10](=[O:22])[C:11]([NH:13][C:14]1[CH:19]=[CH:18][C:17]([CH3:20])=[CH:16][C:15]=1[CH3:21])=[O:12])=[O:7])([CH3:4])([CH3:2])[CH3:3]. Procedure: A mixture of 360 mg (0.92 mmol) of 3(RS)-(tert-butoxyformamido)-5,5,5-trifluoro-2(RS)-hydroxy-2′,4′-dimethylvaleranilide and 424 mg (1 mmol) of 1,1,1-triacetoxy-1,1-dihydro-1,2-benziodoxol-3(1H)-one in 10 ml of dichloromethane was stirred under a nitrogen atmosphere for 1 hour. The solution was extracted with a solution of 2.5 g of sodium thiosulphate in 10 ml of saturated sodium bicarbonate solution, then dried over anhydrous magnesium sulphate, filtered and evaporated to dryness. The residue w...